This data is from the Open Reaction Database (ORD), a public repository of structured organic reaction records. The task is: describe an organic reaction: reactants, conditions, products, and yield Yields the product C(C)C1=C(C=C(C(=C1)O)F)C1=CC=C2C(=NNC2=C1)C=1NC2=C(CN(CC2)CC=2C(=NC=CC2)C#N)N1 (3-{2-[6-(2-Ethyl-5-fluoro-4-hydroxy-phenyl)-1H-indazol-3-yl]-1,4,6,7-tetrahydro-imidazo[4,5-c]pyridin-5-ylmethyl}-pyridine-2-carbonitrile). The reactants are C(=O)C=1C(=NC=CC1)C#N (3-formyl-pyridine-2-carbonitrile), Br.Br.Br.C(C)C=1C(=CC(=C(C1)O)F)C1=CC=C2C(=NNC2=C1)C=1NC2=C(CNCC2)N1 (5-ethyl-2-fluoro-4-[3-(4,5,6,7-tetrahydro-1H-imidazo[4,5-c]pyridin-2-yl)-1H-indazol-6-yl]-phenol trihydrobromide salt). Procedure: The title compound was prepared from 3-formyl-pyridine-2-carbonitrile (26 mg, 198 μmol) and 5-ethyl-2-fluoro-4-[3-(4,5,6,7-tetrahydro-1H-imidazo[4,5-c]pyridin-2-yl)-1H-indazol-6-yl]-phenol trihydrobromide salt (Preparation 25, 50 mg, 132 μmol) using the method of Example 22. The crude material was purified by HPLC Method A to afford 14.9 mg of the title compound. Reaction SMILES: [CH:1]([C:3]1[C:4]([C:9]#[N:10])=[N:5][CH:6]=[CH:7][CH:8]=1)=O.Br.Br.Br.[CH2:14]([C:16]1[C:17]([C:24]2[CH:32]=[C:31]3[C:27]([C:28]([C:33]4[NH:34][C:35]5[CH2:40][CH2:39][NH:38][CH2:37][C:36]=5[N:41]=4)=[N:29][NH:30]3)=[CH:26][CH:25]=2)=[CH:18][C:19]([F:23])=[C:20]([OH:22])[CH:21]=1)[CH3:15]>>[CH2:14]([C:16]1[CH:21]=[C:20]([OH:22])[C:19]([F:23])=[CH:18][C:17]=1[C:24]1[CH:32]=[C:31]2[C:27]([C:28]([C:33]3[NH:34][C:35]4[CH2:40][CH2:39][N:38]([CH2:1][C:3]5[C:4]([C:9]#[N:10])=[N:5][CH:6]=[CH:7][CH:8]=5)[CH2:37][C:36]=4[N:41]=3)=[N:29][NH:30]2)=[CH:26][CH:25]=1)[CH3:15] |f:1.2.3.4|. Isolated yield 22.9%. Reactants: COC1=C2N=CC=NC2=C(C=C1)OC (5,8-dimethoxyquinoxaline), Br (hydrobromic acid). The solvent is C(C)(=O)O (acetic acid). The product is OC1=C2N=CC=NC2=C(C=C1)O (5,8-dihydroxyquinoxaline). RXN SMILES: C[O:2][C:3]1[CH:12]=[CH:11][C:10]([O:13]C)=[C:9]2[C:4]=1[N:5]=[CH:6][CH:7]=[N:8]2.Br>C(O)(=O)C>[OH:13][C:10]1[CH:11]=[CH:12][C:3]([OH:2])=[C:4]2[C:9]=1[N:8]=[CH:7][CH:6]=[N:5]2. Procedure: Ten grams of 5,8-dimethoxyquinoxaline were dissolved in 100 ml. of glacial acetic acid. After 60 ml. of 48% hydrobromic acid were added to the solution, the reaction was allowed to reflux overnight. The solution was evaporated to dryness in vacuo and a solution of 5% sodium bicarbonate was added until the reaction was basic. The solution was extracted several times with methylene chloride. The combined methylene chloride extracts were dried with sodium sulfate and evaporated to give an amorphous...